This data is from the Open Reaction Database (ORD), a public repository of structured organic reaction records. The task is: describe an organic reaction: reactants, conditions, products, and yield Product: C(C)(C)(C)OC(=O)N1CCC2(CN(C2)[C@@H]2CCC3=CC(=CC=C23)C=2C=NC(=CC2)C(N)=O)CC1 (2-[(R)-5-(6-Carbamoyl-pyridin-3-yl)-indan-1-yl]-2,7-diaza-spiro[3.5]nonane-7-carboxylic acid tert-butyl ester). Yield: 60.2%. Starting materials: O (water), OO.NC(=O)N (urea hydrogen peroxide), [OH-].[Na+] (sodium hydroxide), C(C)(C)(C)OC(=O)N1CCC2(CN(C2)[C@@H]2CCC3=CC(=CC=C23)C=2C=NC(=CC2)C#N)CC1 (2-[(R)-5-(6-Cyano-pyridin-3-yl)-indan-1-yl]-2,7-diaza-spiro[3.5]nonane-7-carboxylic acid tert-butyl ester). Reported procedure: To a solution of water (150 mL) and urea hydrogen peroxide (916 mg, 9.45 mmol) was added sodium hydroxide (220 mg, 5.51 mmol) and the reaction was stirred at room temperature. Once a clear solution was obtained, the reaction was placed in an ice bath and fitted with an addition funnel. A solution of 2-[(R)-5-(6-cyano-pyridin-3-yl)-indan-1-yl]-2,7-diaza-spiro[3.5]nonane-7-carboxylic acid tert-butyl ester (4-1c, 700 mg, 1.58 mmol) in 50 mL EtOH was added dropwise via the funnel over 30 minutes. Th... Reaction SMILES: O.OO.N[C:5]([NH2:7])=[O:6].[OH-].[Na+].[C:10]([O:14][C:15]([N:17]1[CH2:42][CH2:41][C:20]2([CH2:23][N:22]([C@H:24]3[C:32]4[C:27](=[CH:28][C:29]([C:33]5[CH:34]=[N:35][C:36](C#N)=[CH:37][CH:38]=5)=[CH:30][CH:31]=4)[CH2:26][CH2:25]3)[CH2:21]2)[CH2:19][CH2:18]1)=[O:16])([CH3:13])([CH3:12])[CH3:11]>CCO>[C:10]([O:14][C:15]([N:17]1[CH2:42][CH2:41][C:20]2([CH2:23][N:22]([C@H:24]3[C:32]4[C:27](=[CH:28][C:29]([C:33]5[CH:34]=[N:35][C:36]([C:5](=[O:6])[NH2:7])=[CH:37][CH:38]=5)=[CH:30][CH:31]=4)[CH2:26][CH2:25]3)[CH2:21]2)[CH2:19][CH2:18]1)=[O:16])([CH3:13])([CH3:11])[CH3:12] |f:1.2,3.4|. The solvent is CCO (EtOH). Starting materials: [BH4-], CCN(CC)C(=O)c1c(C=O)cccc1[Si](C)(C)C, CCO, [Na+]. Product: CCN(CC)C(=O)c1c(CO)cccc1[Si](C)(C)C. As a reaction SMILES: [BH4-:1].[CH2:3]([CH3:4])[N:5]([C:6]([c:7]1[c:8]([Si:15]([CH3:16])([CH3:17])[CH3:18])[cH:9][cH:10][cH:11][c:12]1[CH:13]=[O:14])=[O:19])[CH2:20][CH3:21].[CH3:22][CH2:23][OH:24].[Na+:2]>>[CH2:3]([CH3:4])[N:5]([C:6]([c:7]1[c:8]([Si:15]([CH3:16])([CH3:17])[CH3:18])[cH:9][cH:10][cH:11][c:12]1[CH2:13][OH:14])=[O:19])[CH2:20][CH3:21]. Reactants: Cc1ccn(COCc2ccccc2)c1C(=O)C(=O)[O-], CO, Cl, [Na+], [OH-]. Product: O=C(O)C(=O)c1cccn1COCc1ccccc1. As a reaction SMILES: [CH3:1][c:2]1[c:3]([C:16]([C:17](=[O:18])[O-:19])=[O:20])[n:4]([CH2:7][O:8][CH2:9][c:10]2[cH:11][cH:12][cH:13][cH:14][cH:15]2)[cH:5][cH:6]1.[CH3:24][OH:25].[ClH:23].[Na+:22].[OH-:21]>>[cH:2]1[c:3]([C:16]([C:17](=[O:18])[OH:19])=[O:20])[n:4]([CH2:7][O:8][CH2:9][c:10]2[cH:11][cH:12][cH:13][cH:14][cH:15]2)[cH:5][cH:6]1. Starting materials: ClC=1C=C2CC(C(C2=CC1)=O)SC (5-chloro-2-methylsulfanylindan-1-one), CO (methanol), OS(=O)(=O)[O-].[K+] (KHSO4). Solvent: O (water). Conditions: time 5 hour. Product: ClC=1C=C2CC(C(C2=CC1)=O)S(=O)(=O)C (5-Chloro-2-methylsulfonylindan-1-one). Reaction SMILES: [Cl:1][C:2]1[CH:3]=[C:4]2[C:8](=[CH:9][CH:10]=1)[C:7](=[O:11])[CH:6](SC)[CH2:5]2.[OH:14][S:15]([O-:18])(=O)=O.[K+].[CH3:20]O>O>[Cl:1][C:2]1[CH:3]=[C:4]2[C:8](=[CH:9][CH:10]=1)[C:7](=[O:11])[CH:6]([S:15]([CH3:20])(=[O:18])=[O:14])[CH2:5]2 |f:1.2|. Procedure: 0.5 g (2.35 mmol) of 5-chloro-2-methylsulfanylindan-1-one is dissolved in 10 ml of methanol; at 0° C., a solution of 4.33 g (7.05 mmol) of 2KHSO5×KHSO4×K2SO4 in 10 ml of water is added dropwise. The mixture is stirred at room temperature for 5 h; the methanol is distilled off and the aqueous residue is extracted with dichloromethane. The organic phase is separated off, dried over MgSO4, filtered and concentrated under reduced pressure. This gives 0.5 g of 5-chloro-2-methanesulfonylindan-1-one of... The reactants are O=C1COC2=C(N1)C=C(C=C2)C=O (3-Oxo-3,4-dihydro-2H-benzo[1,4]oxazine-6-carbaldehyde), C(C)(=O)O[BH-](OC(C)=O)OC(C)=O.[Na+] (sodium triacetoxyborohydride), C(C1=CC=CC=C1)N (Benzylamine), C(C)(=O)O[BH-](OC(C)=O)OC(C)=O.[Na+] (sodium triacetoxyborohydride), COC=1C=C2C(=CC=NC2=CC1)CCC1CCC(CC1)=O (4-[2-(6-methoxy-quinolin-4-yl)-ethyl]-cyclohexanone). The solvent is C1CCOC1 (THF), ClC(C)Cl (dichloroethane). Reaction conditions: time 2 hour. The product is C(C1=CC=CC=C1)N(C1CCC(CC1)CCC1=CC=NC2=CC=C(C=C12)OC)CC1=CC2=C(NC(CO2)=O)C=C1 (7-[(Benzyl-{4-[2-(6-methoxy-quinolin-4-yl)-ethyl]-cyclohexyl}-amino)-methyl]-4H-benzo[1,4]oxazin-3-one). As a reaction SMILES: [CH2:1]([NH2:8])[C:2]1[CH:7]=[CH:6][CH:5]=[CH:4][CH:3]=1.[C:9](O[BH-](OC(=O)C)OC(=O)C)(=O)C.[Na+].[CH3:23][O:24][C:25]1[CH:26]=[C:27]2[C:32](=[CH:33][CH:34]=1)[N:31]=[CH:30][CH:29]=[C:28]2[CH2:35][CH2:36][CH:37]1[CH2:42][CH2:41][C:40](=O)[CH2:39][CH2:38]1.[O:44]=[C:45]1[NH:50][C:49]2[CH:51]=[C:52](C=O)[CH:53]=[CH:54][C:48]=2[O:47][CH2:46]1>ClC(Cl)C.C1COCC1>[CH2:1]([N:8]([CH2:9][C:53]1[CH:52]=[CH:51][C:49]2[NH:50][C:45](=[O:44])[CH2:46][O:47][C:48]=2[CH:54]=1)[CH:40]1[CH2:41][CH2:42][CH:37]([CH2:36][CH2:35][C:28]2[C:27]3[C:32](=[CH:33][CH:34]=[C:25]([O:24][CH3:23])[CH:26]=3)[N:31]=[CH:30][CH:29]=2)[CH2:38][CH2:39]1)[C:2]1[CH:7]=[CH:6][CH:5]=[CH:4][CH:3]=1 |f:1.2|. Reported procedure: Benzylamine (0.135 ml, 1.24 mmol) and sodium triacetoxyborohydride (0.315 g, 1.55 mmol) were added to a solution of 4-[2-(6-methoxy-quinolin-4-yl)-ethyl]-cyclohexanone (Example 26.e) (0.35 g, 1.23 mmol) in dichloroethane (8 ml). The reaction mixture was stirred for 2 hours. 3-Oxo-3,4-dihydro-2H-benzo[1,4]oxazine-6-carbaldehyde (0.230 g, 1.3 mmol), THF (4 ml and sodium triacetoxyborohydride (0.315 g, 1.55 mmol) was added. The reaction mixture was stirred overnight and then filtered over Hydromatr... Starting materials: Intermediate 223E, COC1=CC=C(C=C1)N\N=C\C(=O)OCC ((E)-ethyl 2-(2-(4-methoxyphenyl)hydrazono)acetate), [N+](=O)([O-])C(=CC1=C(C=C(C(=O)OC(C)(C)C)C=C1)C(=O)N1CC2=CC=CC=C2CC1)CCCC (tert-butyl 4-(2-nitrohex-1-enyl)-3-(1,2,3,4-tetrahydroisoquinoline-2-carbonyl)benzoate). Product: C(C)(C)(C)OC(=O)C1=CC(=C(C=C1)C=1C(=NN(C1CCCC)C1=CC=C(C=C1)OC)C(=O)OCC)C(=O)N1CC2=CC=CC=C2CC1 (Ethyl 4-(4-(tert-butoxycarbonyl)-2-(1,2,3,4-tetrahydroisoquinoline-2-carbonyl)phenyl)-5-butyl-1-(4-methoxyphenyl)-1H-pyrazole-3-carboxylate). The yield is 45.0%. RXN SMILES: [CH3:1][O:2][C:3]1[CH:8]=[CH:7][C:6]([NH:9]/[N:10]=[CH:11]/[C:12]([O:14][CH2:15][CH3:16])=[O:13])=[CH:5][CH:4]=1.[N+]([C:20]([CH2:47][CH2:48][CH2:49][CH3:50])=[CH:21][C:22]1[CH:34]=[CH:33][C:25]([C:26]([O:28][C:29]([CH3:32])([CH3:31])[CH3:30])=[O:27])=[CH:24][C:23]=1[C:35]([N:37]1[CH2:46][CH2:45][C:44]2[C:39](=[CH:40][CH:41]=[CH:42][CH:43]=2)[CH2:38]1)=[O:36])([O-])=O>>[C:29]([O:28][C:26]([C:25]1[CH:33]=[CH:34][C:22]([C:21]2[C:11]([C:12]([O:14][CH2:15][CH3:16])=[O:13])=[N:10][N:9]([C:6]3[CH:5]=[CH:4][C:3]([O:2][CH3:1])=[CH:8][CH:7]=3)[C:20]=2[CH2:47][CH2:48][CH2:49][CH3:50])=[C:23]([C:35]([N:37]2[CH2:46][CH2:45][C:44]3[C:39](=[CH:40][CH:41]=[CH:42][CH:43]=3)[CH2:38]2)=[O:36])[CH:24]=1)=[O:27])([CH3:30])([CH3:31])[CH3:32]. Reported procedure: Following a procedure analogous to that for the synthesis of Intermediate 223E, (E)-ethyl 2-(2-(4-methoxyphenyl)hydrazono)acetate (24 mg, 0.108 mmol) and tert-butyl 4-(2-nitrohex-1-enyl)-3-(1,2,3,4-tetrahydroisoquinoline-2-carbonyl)benzoate (50 mg, 0.108 mmol) were converted to the title compound (31 mg, 45%) as a colorless oil. 1H NMR (CDCl3, 1:1 mixture of amide rotamers) δ 8.08 (dd, J=8, 2 Hz, 1H), 8.03-8.02 (m, 1H), 7.42-6.81 (m, 9H), 5.02-4.98 (m, 1H), 4.46-4.38 (m, 1H), 4.32-4.26 (m, 2H), ... Starting materials: C(C)(SCP(=O)(OC(C)C)OC(C)C)=O (S-(diisopropoxyphosphoryl)methyl ethanethioate), C[O-].[Na+] (sodium methoxide), BrC(C)C (2-bromopropane). Run in CO (methanol). Conditions: temperature 25 celsius, time 16 hour. Product: C(C)(C)SCP(OC(C)C)(OC(C)C)=O (Diisopropyl Isopropylthiomethylphosphonate). Reaction SMILES: [C:1](=O)([S:3][CH2:4][P:5]([O:11][CH:12]([CH3:14])[CH3:13])([O:7][CH:8]([CH3:10])[CH3:9])=[O:6])[CH3:2].C[O-].[Na+].Br[CH:20](C)C>CO>[CH:1]([S:3][CH2:4][P:5](=[O:6])([O:11][CH:12]([CH3:14])[CH3:13])[O:7][CH:8]([CH3:10])[CH3:9])([CH3:20])[CH3:2] |f:1.2|. Reported procedure: To a stirred solution of S-(diisopropoxyphosphoryl)methyl ethanethioate (1.00 g, 3.93 mmol; Example 206, Step A) in methanol (39.3 mL) at 0° C. was added sodium methoxide (7.87 mL, 3.93 mmol), followed by 2-bromopropane (0.44 mL, 4.72 mmol). The reaction was stirred at 25° C. for 16 hours. The reaction solvent was removed in vacuo and the crude material was partitioned between water and EtOAc (2×) and the layers were separated. The aqueous layer was extracted with EtOAc and the combined organic ...